From a dataset of the Open Reaction Database (ORD), a public repository of structured organic reaction records. describe an organic reaction: reactants, conditions, products, and yield Reactants: FC1=CC=C2CC(NC2=C1)=O (6-fluoro-2-indolinone), C(C)(=O)OC(C)=O (acetic anhydride). Product: C(C)(=O)N1C(CC2=CC=C(C=C12)F)=O (1-acetyl-6-fluoro-2-indolinone). As a reaction SMILES: [F:1][C:2]1[CH:10]=[C:9]2[C:5]([CH2:6][C:7](=[O:11])[NH:8]2)=[CH:4][CH:3]=1.[C:12](OC(=O)C)(=[O:14])[CH3:13]>>[C:12]([N:8]1[C:9]2[C:5](=[CH:4][CH:3]=[C:2]([F:1])[CH:10]=2)[CH2:6][C:7]1=[O:11])(=[O:14])[CH3:13]. Procedure: 82.5 g of 6-fluoro-2-indolinone are stirred in 180 ml acetic anhydride for 3 hours at 130° C. After cooling to ambient temperature the precipitate is suction filtered, washed with 100 ml petroleum ether and dried. Reactants: CN1CC2=CC(=CC=C2C(C1=O)(SC1=CC=CC=C1)C1=CC(=CC(=C1)OC)OC)OC (2-methyl-4-(3,5-dimethoxyphenyl)-4-(phenylsulfanyl)-7-methoxy-1,4-dihydro-3(2H)-isoquinolone), [BH4-].[Na+] (Sodium borohydride). Reagents/catalysts: O.O.O.O.O.O.[Ni](Cl)Cl (nickel chloride hexahydrate). Run in CO.O1CCCC1 (methanol tetrahydro-furan). Product: CN1CC2=CC(=CC=C2C(C1=O)C1=CC(=CC(=C1)OC)OC)OC (2-methyl-4-(3,5-dimethoxyphenyl)-7-methoxy-1,4-dihydro-3(2H)-isoquinolinone). The yield is 72.1%. RXN SMILES: [CH3:1][N:2]1[C:11](=[O:12])[C:10]([C:20]2[CH:25]=[C:24]([O:26][CH3:27])[CH:23]=[C:22]([O:28][CH3:29])[CH:21]=2)(SC2C=CC=CC=2)[C:9]2[C:4](=[CH:5][C:6]([O:30][CH3:31])=[CH:7][CH:8]=2)[CH2:3]1.[BH4-].[Na+]>CO.O1CCCC1.O.O.O.O.O.O.[Ni](Cl)Cl>[CH3:1][N:2]1[C:11](=[O:12])[CH:10]([C:20]2[CH:25]=[C:24]([O:26][CH3:27])[CH:23]=[C:22]([O:28][CH3:29])[CH:21]=2)[C:9]2[C:4](=[CH:5][C:6]([O:30][CH3:31])=[CH:7][CH:8]=2)[CH2:3]1 |f:1.2,3.4,5.6.7.8.9.10.11|. Reported procedure: A solution of 2-methyl-4-(3,5-dimethoxyphenyl)-4-(phenylsulfanyl)-7-methoxy-1,4-dihydro-3(2H)-isoquinolone (2.4 g) and nickel chloride hexahydrate (8.8 g) in methanol-tetrahydro-furan (3:1, 100 ml) was cooled to 0° C. Sodium borohydride (4.2 g) was added in small portions during 30 minutes at a temperature not exceeding 5° C. The slurry was filtered and the filtrate concentrated to dryness. The residue was partitioned between dichloromethane (200 ml) and aqueous sodium hydroxide (2M, 200 ml). Th...